This data is from the Open Reaction Database (ORD), a public repository of structured organic reaction records. The task is: describe an organic reaction: reactants, conditions, products, and yield The reactants are C(C)(C)(C)OC(=O)N1[C@H](C(=O)O)CCC1 (N-(tert-butoxycarbonyl)-L-proline), CN1CCOCC1 (N-methylmorpholine), C=1C=CC2=C(C1)N=NN2O (HOBt), C1CCC(CC1)N=C=NC2CCCCC2 (DCC), C(C)(C)(C)OC(=O)N1[C@@H](CCC1)C(COC1=CC=CC=C1)O ((2S)-1-(tert-Butoxycarbonyl)-2-(1-hydroxy-2-phenoxyethyl)-pyrrolidine). Run in Cl.O1CCOCC1 (hydrochloric acid 1,4-dioxane), CN(C)C=O (DMF). Conditions: temperature -25 celsius, time 0.5 hour. The product is C(C)(C)(C)OC(=O)N1[C@H](C(=O)N2[C@@H](CCC2)C(COC2=CC=CC=C2)O)CCC1 ((2S)-1-[N-(tert-Butoxycarbonyl)-L-prolyl]-2-(1-hydroxy-2-phenoxyethyl)pyrrolidine). Isolated yield 82.7%. Reaction SMILES: C(O[C:6]([N:8]1[CH2:12][CH2:11][CH2:10][C@H:9]1[CH:13]([OH:22])[CH2:14][O:15][C:16]1[CH:21]=[CH:20][CH:19]=[CH:18][CH:17]=1)=[O:7])(C)(C)C.[C:23]([O:27][C:28]([N:30]1[CH2:37][CH2:36][CH2:35][C@H:31]1C(O)=O)=[O:29])([CH3:26])([CH3:25])[CH3:24].CN1CCOCC1.C1C=CC2N(O)N=NC=2C=1.C1CCC(N=C=NC2CCCCC2)CC1>Cl.O1CCOCC1.CN(C=O)C>[C:23]([O:27][C:28]([N:30]1[CH2:37][CH2:36][CH2:35][C@H:31]1[C:6]([N:8]1[CH2:12][CH2:11][CH2:10][C@H:9]1[CH:13]([OH:22])[CH2:14][O:15][C:16]1[CH:17]=[CH:18][CH:19]=[CH:20][CH:21]=1)=[O:7])=[O:29])([CH3:26])([CH3:24])[CH3:25] |f:5.6|. Procedure: (2S)-1-(tert-Butoxycarbonyl)-2-(1-hydroxy-2-phenoxyethyl)-pyrrolidine (1.93 g) was dissolved in 31 ml of 4N hydrochloric acid/1,4-dioxane, and the mixture was,stirred at room temperature for 0.5 hour. The reaction mixture was concentrated to dryness, and the residue obtained was dissolved in DMF (15 ml), after which N-(tert-butoxycarbonyl)-L-proline (1.36 g), N-methylmorpholine (0.69 ml), and HOBt (1.02g) were added thereto. After the reaction mixture was cooled to -25° C., DCC (1.30 g) was adde... The reactants are CC1(C)CC=C(c2cccs2)c2cc(C(=O)O)ccc21, CCN=C=NCCCN(C)C, CCOC(C)=O, Cl, CN(C)C=O, CCOC(=O)c1ccc(O)cc1. Product: CCOC(=O)c1ccc(OC(=O)c2ccc3c(c2)C(c2cccs2)=CCC3(C)C)cc1. As a reaction SMILES: [CH3:1][C:2]1([CH3:20])[c:3]2[cH:4][cH:5][c:6]([C:17](=[O:18])[OH:19])[cH:7][c:8]2[C:9]([c:12]2[s:13][cH:14][cH:15][cH:16]2)=[CH:10][CH2:11]1.[CH3:34][N:35]([CH3:36])[CH2:37][CH2:38][CH2:39][N:40]=[C:41]=[N:42][CH2:43][CH3:44].[CH3:45][CH2:46][O:47][C:48]([CH3:49])=[O:50].[ClH:33].[O:51]=[CH:52][N:53]([CH3:54])[CH3:55].[OH:21][c:22]1[cH:23][cH:24][c:25]([C:26](=[O:27])[O:28][CH2:29][CH3:30])[cH:31][cH:32]1>>[CH3:1][C:2]1([CH3:20])[c:3]2[cH:4][cH:5][c:6]([C:17](=[O:18])[O:19][c:22]3[cH:23][cH:24][c:25]([C:26](=[O:27])[O:28][CH2:29][CH3:30])[cH:31][cH:32]3)[cH:7][c:8]2[C:9]([c:12]2[s:13][cH:14][cH:15][cH:16]2)=[CH:10][CH2:11]1. The reactants are C1(CCCC1)OC=1C=C(C=CC1OC)[C@@H]1CN(C[C@H]1C(=O)C)CC1=CC=CC=C1 (trans-3-(3-cyclopentoxy-4-methoxyphenyl)-4-methylcarbonyl-1-(phenylmethyl)pyrrolidine), ClC(=O)OC (methyl chloroformate). The solvent is ClC(C)Cl (dichloroethane). Reaction conditions: temperature 80 celsius. The product is C1(CCCC1)OC=1C=C(C=CC1OC)[C@@H]1CN(C[C@H]1C(=O)C)C(=O)OC (trans-3-(3-cyclopentoxy-4-methoxyphenyl)-1-methoxycarbonyl-4-(methylcarbonyl)pyrrolidine). The yield is 54.4%. Reaction SMILES: [CH:1]1([O:6][C:7]2[CH:8]=[C:9]([C@H:15]3[C@H:19]([C:20]([CH3:22])=[O:21])[CH2:18][N:17](CC4C=CC=CC=4)[CH2:16]3)[CH:10]=[CH:11][C:12]=2[O:13][CH3:14])[CH2:5][CH2:4][CH2:3][CH2:2]1.Cl[C:31]([O:33][CH3:34])=[O:32]>ClC(Cl)C>[CH:1]1([O:6][C:7]2[CH:8]=[C:9]([C@H:15]3[C@H:19]([C:20]([CH3:22])=[O:21])[CH2:18][N:17]([C:31]([O:33][CH3:34])=[O:32])[CH2:16]3)[CH:10]=[CH:11][C:12]=2[O:13][CH3:14])[CH2:2][CH2:3][CH2:4][CH2:5]1. Reported procedure: To a solution of trans-3-(3-cyclopentoxy-4-methoxyphenyl)-4-methylcarbonyl-1-(phenylmethyl)pyrrolidine (703 mg, 1.78 mmol) in 3.5 mL of dichloroethane in a thick-walled glass sealable tube was added methyl chloroformate (336 mg, 3.56 mmol). The tube was sealed and the resulting solution was heated to 80° C. for 8 hr. After cooling to room temperature, the solution was concentrated. Silica gel chromatography of the residue (6:3:1, hexanes:ethyl acetate:CH2Cl2) provided trans-3-(3-cyclopentoxy-4-m... Reactants: C(C)(=O)OCCCNC(CCC(C(=O)NCCC)NC(=O)OCC1=CC=CC=C1)=O (N5 -(3-acetoxypropyl)-2-(benzyloxycarbonylamino)-N1 -n-propylpentane-1,5-diamide), Cl (hydrochloric acid). Reagents/catalysts: [C].[Pd] (palladium-carbon). Solvent: CO (methanol). Product: Cl.C(C)(=O)OCCCNC(CCC(C(=O)NCCC)N)=O (N5 -(3-acetoxypropyl)-2-amino-N1 -n-propylpentane-1,5-diamide hydrochloride). As a reaction SMILES: [ClH:1].[C:2]([O:5][CH2:6][CH2:7][CH2:8][NH:9][C:10](=[O:31])[CH2:11][CH2:12][CH:13]([NH:20]C(OCC1C=CC=CC=1)=O)[C:14]([NH:16][CH2:17][CH2:18][CH3:19])=[O:15])(=[O:4])[CH3:3]>CO.[C].[Pd]>[ClH:1].[C:2]([O:5][CH2:6][CH2:7][CH2:8][NH:9][C:10](=[O:31])[CH2:11][CH2:12][CH:13]([NH2:20])[C:14]([NH:16][CH2:17][CH2:18][CH3:19])=[O:15])(=[O:4])[CH3:3] |f:3.4,5.6|. Reported procedure: In 200 ml of methanol was dissolved 14.6 g of the DL-N5 -(3-acetoxypropyl)-2-(benzyloxycarbonylamino)-N1 -n-propylpentane-1,5-diamide, and thereto were added 1.5 g of 5% palladium-carbon and 8 ml of conc. hydrochloric acid, after which the resulting mixture was subjected to catalytic reduction at room temperature. Subsequently, the palladium-carbon was removed by filtration and the solvent was removed by distillation under reduced pressure to obtain oily DL-N5 -(3-acetoxypropyl)-2-amino-N1 -n-pr... The reactants are [H-].[Na+] (NaH), C1(=CC=CC=C1)CCC(=O)OCC (ethyl 3-phenylpropionate), C(=O)OCC (ethyl formate), [H-].[Na+] (NaH), C(=O)OCC (ethyl formate), C(CC(O)(C(=O)O)CC(=O)O)(=O)O (citric acid). Run in C1CCOC1 (THF). Reaction conditions: time 15 hour. Yields the product C(=O)C(C(=O)OCC)CC1=CC=CC=C1 (ethyl 2-formyl-3-phenylpropionate). Yield: 86.9%. Reaction SMILES: [H-].[Na+].[C:3]1([CH2:9][CH2:10][C:11]([O:13][CH2:14][CH3:15])=[O:12])[CH:8]=[CH:7][CH:6]=[CH:5][CH:4]=1.[CH:16](OCC)=[O:17].C(O)(=O)CC(CC(O)=O)(C(O)=O)O>C1COCC1>[CH:16]([CH:10]([CH2:9][C:3]1[CH:8]=[CH:7][CH:6]=[CH:5][CH:4]=1)[C:11]([O:13][CH2:14][CH3:15])=[O:12])=[O:17] |f:0.1|. Procedure details: To a suspension solution containing 4.4 g of 60% NaH in 200 ml of THF, 17.8 g of ethyl 3-phenylpropionate and 8.2 g of ethyl formate were added dropwise under ice cool for one hour. Thereafter, the mixture was stirred at room temperature for 15 hours. Furthermore, 14 g of 60 % NaH and 25.9 g of ethyl formate were divided into three parts and each part was added separately. Afterwards, the solution mixture was stirred at room temperature for 15 hours. After a 10% citric acid solution was added to...